Dataset: the Open Reaction Database (ORD), a public repository of structured organic reaction records. Task: describe an organic reaction: reactants, conditions, products, and yield Starting materials: FC(S(=O)(=O)OC=1C([C@@H]2CC[C@]3([C@@]4(CC[C@@]5([C@@H]([C@H]4CC[C@@H]3[C@]2(CC1)C)[C@@H](CC5)C(=C)C)NCCN5CCS(CC5)(=O)=O)C)C)(C)C)(F)F ((1R,3aS,5aR,5bR,7aR,11aR,11bR,13aR,13bR)-3a-((2-(1,1-dioxidothiomorpholino)ethyl)amino)-5a,5b,8,8,11a-pentamethyl-1-(prop-1-en-2-yl)-2,3,3a,4,5,5a,5b,6,7,7a,8,11,11a,11b,12,13,13a,13b-octadecahydro-1H-cyclopenta[a]chrysen-9-yl trifluoromethanesulfonate), C(CCCC=C)(=O)OC (methyl hex-5-enoate), C(Cl)Cl (CH2Cl2), B1C2CCCC1CCC2 (9-BBN), [O-]P(=O)([O-])[O-].[K+].[K+].[K+] (potassium phosphate tribasic). Reagents/catalysts: C1=CC=C(C=C1)P([C-]2C=CC=C2)C3=CC=CC=C3.C1=CC=C(C=C1)P([C-]2C=CC=C2)C3=CC=CC=C3.Cl[Pd]Cl.[Fe+2] (PdCl2(dppf)). Run in C1CCOC1 (THF), O (water), O1CCOCC1 (dioxane). Conditions: time 2 hour. The product is O=S1(CCN(CC1)CCN[C@]12[C@@H]([C@H]3CC[C@@H]4[C@]5(CC=C(C([C@@H]5CC[C@]4([C@@]3(CC1)C)C)(C)C)CCCCCC(=O)OC)C)[C@@H](CC2)C(=C)C)=O (methyl 6-((1R,3aS,5aR,5bR,7aR,11aS,11bR,13aR,13bR)-3a-((2-(1,1-dioxidothiomorpholino)ethyl)amino)-5a,5b,8,8,11a-pentamethyl-1-(prop-1-en-2-yl)-2,3,3a,4,5,5a,5b,6,7,7a,8,11,11a,11b,12,13,13a,13b-octadecahydro-1H-cyclopenta[a]chrysen-9-yl)hexanoate). Yield: 62.1%. As a reaction SMILES: [C:1]([O:8][CH3:9])(=[O:7])[CH2:2][CH2:3][CH2:4][CH:5]=[CH2:6].B1C2CCCC1CCC2.[O-]P([O-])([O-])=O.[K+].[K+].[K+].FC(F)(F)S(O[C:33]1[C:34]([CH3:72])([CH3:71])[C@H:35]2[C@:48]([CH3:51])([CH2:49][CH:50]=1)[C@@H:47]1[C@:38]([CH3:70])([C@@:39]3([CH3:69])[C@H:44]([CH2:45][CH2:46]1)[C@H:43]1[C@H:52]([C:55]([CH3:57])=[CH2:56])[CH2:53][CH2:54][C@:42]1([NH:58][CH2:59][CH2:60][N:61]1[CH2:66][CH2:65][S:64](=[O:68])(=[O:67])[CH2:63][CH2:62]1)[CH2:41][CH2:40]3)[CH2:37][CH2:36]2)(=O)=O.C(Cl)Cl>C1COCC1.O1CCOCC1.O.C1C=CC(P(C2C=CC=CC=2)[C-]2C=CC=C2)=CC=1.C1C=CC(P(C2C=CC=CC=2)[C-]2C=CC=C2)=CC=1.Cl[Pd]Cl.[Fe+2]>[O:68]=[S:64]1(=[O:67])[CH2:65][CH2:66][N:61]([CH2:60][CH2:59][NH:58][C@:42]23[CH2:54][CH2:53][C@@H:52]([C:55]([CH3:57])=[CH2:56])[C@@H:43]2[C@@H:44]2[C@@:39]([CH3:69])([CH2:40][CH2:41]3)[C@@:38]3([CH3:70])[C@@H:47]([C@:48]4([CH3:51])[C@@H:35]([CH2:36][CH2:37]3)[C:34]([CH3:71])([CH3:72])[C:33]([CH2:6][CH2:5][CH2:4][CH2:3][CH2:2][C:1]([O:8][CH3:9])=[O:7])=[CH:50][CH2:49]4)[CH2:46][CH2:45]2)[CH2:62][CH2:63]1 |f:2.3.4.5,11.12.13.14|. Procedure: A solution of methyl hex-5-enoate (21.4 mg, 0.167 mmol) in THF (3 mL) under argon was cooled to 0° C. and 9-BBN (0.5 M in THF) (0.356 mL, 0.178 mmol) was added dropwise. The reaction mixture was warmed to rt and was stirred for 2 h. A solution of potassium phosphate tribasic (1M) (0.278 mL, 0.278 mmol) was added to the reaction mixture followed by a solution of (1R,3aS,5aR,5bR,7aR,11aR,11bR,13aR,13bR)-3a-((2-(1,1-dioxidothiomorpholino)ethyl)amino)-5a,5b,8,8,11a-pentamethyl-1-(prop-1-en-2-yl)-2,3...